Dataset: the Open Reaction Database (ORD), a public repository of structured organic reaction records. Task: describe an organic reaction: reactants, conditions, products, and yield Reactants: C1=CC=CC2=CC=CC=C12 (naphthalene), S(O)(O)(=O)=O (sulfuric acid). Conditions: temperature 155 celsius. The product is C1(=CC=CC2=CC=CC=C12)S(=O)(=O)O (naphthalenesulfonic acid), S(O)(O)(=O)=O (sulfuric acid). RXN SMILES: [CH:1]1[C:10]2[C:5](=[CH:6][CH:7]=[CH:8][CH:9]=2)[CH:4]=[CH:3][CH:2]=1.[S:11](=[O:15])(=[O:14])([OH:13])[OH:12]>>[C:9]1([S:11]([OH:14])(=[O:13])=[O:12])[C:10]2[C:5](=[CH:4][CH:3]=[CH:2][CH:1]=2)[CH:6]=[CH:7][CH:8]=1.[S:11](=[O:13])(=[O:12])([OH:15])[OH:14]. Procedure: 128 g (1 m) of naphthalene and 160 g (1.6 m) of sulfuric acid 98% by weight were mixed together in a reaction flask. The resulting agitated reaction mixture was heated rapidly to 155° C. and was reacted for 3 hours at 155° C. to obtain a naphthalenesulfonic acid and sulfuric acid mixture. This mixture contained about 20% free sulfuric acid and solidified at about 80° C. The mixture was used either in solid or melted form.